From a dataset of the Open Reaction Database (ORD), a public repository of structured organic reaction records. describe an organic reaction: reactants, conditions, products, and yield Reactants: C(CCC)C1=NC2=C(N1CC1=CC=C(C=C1)C1=C(C=CC=C1)CC(=O)O)C=C(C=C2)C=O (2-butyl-1-[(2'-carboxymethylbiphenyl-4-yl)methyl]benzimidazole-6-carboxaldehyde), BrN1C(CCC1=O)=O (N-bromosuccinimide), N(=NC(C#N)(C)C)C(C#N)(C)C (azobisisobutyronitrile). Run in C(Cl)(Cl)(Cl)Cl (carbon tetrachloride). The product is BrC(CCC)C1=NC2=C(N1CC1=CC=C(C=C1)C1=C(C=CC=C1)CC(=O)O)C=C(C=C2)C=O (2-(1-Bromobutyl)-1-[(2'-carboxymethylbiphenyl-4-yl)methyl]benzimidazole-6-carboxaldehyde). The yield is 69.0%. RXN SMILES: [CH2:1]([C:5]1[N:9]([CH2:10][C:11]2[CH:16]=[CH:15][C:14]([C:17]3[CH:22]=[CH:21][CH:20]=[CH:19][C:18]=3[CH2:23][C:24]([OH:26])=[O:25])=[CH:13][CH:12]=2)[C:8]2[CH:27]=[C:28]([CH:31]=[O:32])[CH:29]=[CH:30][C:7]=2[N:6]=1)[CH2:2][CH2:3][CH3:4].[Br:33]N1C(=O)CCC1=O.N(C(C)(C)C#N)=NC(C)(C)C#N>C(Cl)(Cl)(Cl)Cl>[Br:33][CH:1]([C:5]1[N:9]([CH2:10][C:11]2[CH:12]=[CH:13][C:14]([C:17]3[CH:22]=[CH:21][CH:20]=[CH:19][C:18]=3[CH2:23][C:24]([OH:26])=[O:25])=[CH:15][CH:16]=2)[C:8]2[CH:27]=[C:28]([CH:31]=[O:32])[CH:29]=[CH:30][C:7]=2[N:6]=1)[CH2:2][CH2:3][CH3:4]. Reported procedure: To a mixture 0.55 g of 2-butyl-1-[(2'-carboxymethylbiphenyl-4-yl)methyl]benzimidazole-6-carboxaldehyde in 30 mL of carbon tetrachloride was added 0.23 g of N-bromosuccinimide and a catalytic amount of azobisisobutyronitrile. The reaction was stirred at room temperature until the reaction went to completion and then concentrated to dryness. The residue was partitioned between ethyl acetate and water. The organic phase was washed with water, dried and concentrated. Flash column chromatography (sil... Starting materials: COC(OC)c1ccccc1COc1cc(C)ccc1C, O=S(=O)(O)O, Cc1ccccc1C. Yields the product Cc1ccc(C)c(OCc2ccccc2C=O)c1. RXN SMILES: [CH3:1][O:2][CH:3]([c:4]1[c:5]([CH2:10][O:11][c:12]2[c:13]([CH3:19])[cH:14][cH:15][c:16]([CH3:18])[cH:17]2)[cH:6][cH:7][cH:8][cH:9]1)[O:20][CH3:21].[S:22](=[O:23])(=[O:24])([OH:25])[OH:26].[c:27]1([CH3:28])[c:29]([CH3:30])[cH:31][cH:32][cH:33][cH:34]1>>[O:2]=[CH:3][c:4]1[c:5]([CH2:10][O:11][c:12]2[c:13]([CH3:19])[cH:14][cH:15][c:16]([CH3:18])[cH:17]2)[cH:6][cH:7][cH:8][cH:9]1. Reactants: FC1=C(C(=CC=C1)F)O (2,6-difluorophenol), BrBr (bromine), S([O-])(O)=O.[Na+] (sodium bisulfite), ice water. The reagents and catalysts are [Fe] (iron). Solvent: C(Cl)Cl (methylene chloride). Product: BrC1=CC(=C(C(=C1)F)O)F (4-Bromo-2,6-difluorophenol). RXN SMILES: [F:1][C:2]1[CH:7]=[CH:6][CH:5]=[C:4]([F:8])[C:3]=1[OH:9].[Br:10]Br.S(=O)(O)[O-].[Na+]>C(Cl)Cl.[Fe]>[Br:10][C:6]1[CH:7]=[C:2]([F:1])[C:3]([OH:9])=[C:4]([F:8])[CH:5]=1 |f:2.3|. Procedure: A stirred mixture of 2,6-difluorophenol (20.0 g, 0.154 mole), bromine (25.57 g, 0.16 mole) and powdered iron (1 g) in methylene chloride (250 ml) was heated at reflux overnight. The cooled reaction mixture was poured into ice-water (300 ml) containing sodium bisulfite (5 g) and the organic phase separated. The aqueous phase was washed with additional methylene chloride. The organic phase was combined, dried (MgSO4) and the solvent evaporated to give a light yellow oil which solidified upon stand... Starting materials: BrC=1C=C(C=C(C1)F)CC#N (3-bromo-5-fluorophenylacetonitrile), CC1(OC(NC2=C1C=C(C=C2)B(O)O)=O)C ((1,4-dihydro-4,4-dimethyl-2-oxo-2H-3,1-benzoxazin-6-yl)boronic acid). The product is CC1(C2=C(NC(O1)=O)C=CC(=C2)C=2C=C(C=C(C2)F)CC#N)C (3-(4,4-Dimethyl-2-oxo-1,4-dihydro-2H-benzo[d][1,3]-oxazin-6-yl)-5-fluoro-phenylacetonitrile). As a reaction SMILES: Br[C:2]1[CH:3]=[C:4]([CH2:9][C:10]#[N:11])[CH:5]=[C:6]([F:8])[CH:7]=1.[CH3:12][C:13]1([CH3:27])[C:18]2[CH:19]=[C:20](B(O)O)[CH:21]=[CH:22][C:17]=2[NH:16][C:15](=[O:26])[O:14]1>>[CH3:12][C:13]1([CH3:27])[O:14][C:15](=[O:26])[NH:16][C:17]2[CH:22]=[CH:21][C:20]([C:2]3[CH:3]=[C:4]([CH2:9][C:10]#[N:11])[CH:5]=[C:6]([F:8])[CH:7]=3)=[CH:19][C:18]1=2. Procedure details: The title compound was prepared according to the procedure B from 3-bromo-5-fluorophenylacetonitrile and (1,4-dihydro-4,4-dimethyl-2-oxo-2H-3,1-benzoxazin-6-yl)boronic acid. A white solid was obtained and recrystallized from ethanol/ether. mp 218-220. 1H NMR (DMSO-d6) δ 1.67 (s, 6H), 4.11 (s, 2H), 6.98(d, 1H, J=8.92 Hz), 7.18(d, 1H, J=9.26 Hz), 7.52-7.62 (m, 3H), 10.37 (s, 1H); MS(EI) (M−H)−m/z 309; Anal. Calcd. For C18H15FN2O2: C, 69.67; H, 4.87; N, 9.03. Found: C, 69.78; H, 4.97; N, 8.36. The reactants are CN(C=O)C (N,N-dimethylformamide), CC1([C@H]([C@H]1CC(Cl)(Cl)Cl)C(=O)OC(C1=CC(=CC=C1)OC1=CC=CC=C1)C#N)C (3-phenoxy-α-cyanobenzyl cis-2,2-dimethyl-3-(2,2,2-trichloroethyl)cyclopropanecarboxylate), N(CCO)(CCO)CCO (triethanolamine), S (hydrogen sulfide). Solvent: O (water). The product is CC1([C@H]([C@H]1CC(Cl)(Cl)Cl)C(=O)OC(C1=CC(=CC=C1)OC1=CC=CC=C1)C(N)=S)C (3-phenoxy-α-thiocarbamoylbenzyl cis-2,2-dimethyl-3-(2,2,2-trichloroethyl)cyclopropanecarboxylate). Isolated yield 98.0%. Reaction SMILES: CN(C)C=O.[CH3:6][C:7]1([CH3:34])[C@H:9]([CH2:10][C:11]([Cl:14])([Cl:13])[Cl:12])[C@@H:8]1[C:15]([O:17][CH:18]([C:32]#[N:33])[C:19]1[CH:24]=[CH:23][CH:22]=[C:21]([O:25][C:26]2[CH:31]=[CH:30][CH:29]=[CH:28][CH:27]=2)[CH:20]=1)=[O:16].N(CCO)(CCO)CCO.[SH2:45]>O>[CH3:6][C:7]1([CH3:34])[C@H:9]([CH2:10][C:11]([Cl:14])([Cl:13])[Cl:12])[C@@H:8]1[C:15]([O:17][CH:18]([C:32](=[S:45])[NH2:33])[C:19]1[CH:24]=[CH:23][CH:22]=[C:21]([O:25][C:26]2[CH:31]=[CH:30][CH:29]=[CH:28][CH:27]=2)[CH:20]=1)=[O:16]. Procedure: Into 20 ml of N,N-dimethylformamide were dissolved 2.50 g of 3-phenoxy-α-cyanobenzyl cis-2,2-dimethyl-3-(2,2,2-trichloroethyl)cyclopropanecarboxylate and 1 ml of triethanolamine, and hydrogen sulfide gas was bubbled into the solution at room temperature over a period of 15 hours. The resultant reaction mixture was poured into 500 ml of water and extracted with diethyl ether. The ethereal layer was washed with water, dried over anhydrous magnesium sulfate and distilled to remove diethyl ether. By...